This data is from the Open Reaction Database (ORD), a public repository of structured organic reaction records. The task is: describe an organic reaction: reactants, conditions, products, and yield Starting materials: CCOC(=O)Cn1nc2ncccc2c1Cl, CO, [Li+], [OH-]. Product: O=C(O)Cn1nc2ncccc2c1Cl. RXN SMILES: [CH2:1]([CH3:2])[O:3][C:4]([CH2:5][n:6]1[n:7][c:8]2[n:9][cH:10][cH:11][cH:12][c:13]2[c:14]1[Cl:15])=[O:16].[CH3:19][OH:20].[Li+:17].[OH-:18]>>[O:3]=[C:4]([CH2:5][n:6]1[n:7][c:8]2[n:9][cH:10][cH:11][cH:12][c:13]2[c:14]1[Cl:15])[OH:16]. The reactants are F[C@H]1C[C@@H](O[C@@H]1CO)N1C(=O)NC(=O)C=C1 (3′-Fluoro-2′,3′-dideoxyuridine), [Si](C1=CC=CC=C1)(C1=CC=CC=C1)(C(C)(C)C)Cl (tert-butyldiphenylsilyl chloride), N1C=NC=C1 (imidazole). Run in CN(C)C=O (DMF). The product is F[C@H]1C[C@@H](O[C@@H]1CO[Si](C1=CC=CC=C1)(C1=CC=CC=C1)C(C)(C)C)N1C(=O)NC(=O)C=C1 (3′-Fluoro-5′-O-tert-Butyidiphenylsilyl-2′,3′-dideoxyuridine), solid. The yield is 92.0%. Reaction SMILES: [F:1][C@@H:2]1[C@@H:6]([CH2:7][OH:8])[O:5][C@@H:4]([N:9]2[CH:16]=[CH:15][C:13](=[O:14])[NH:12][C:10]2=[O:11])[CH2:3]1.[Si:17](Cl)([C:30]([CH3:33])([CH3:32])[CH3:31])([C:24]1[CH:29]=[CH:28][CH:27]=[CH:26][CH:25]=1)[C:18]1[CH:23]=[CH:22][CH:21]=[CH:20][CH:19]=1.N1C=CN=C1>CN(C=O)C>[F:1][C@@H:2]1[C@@H:6]([CH2:7][O:8][Si:17]([C:30]([CH3:33])([CH3:32])[CH3:31])([C:24]2[CH:25]=[CH:26][CH:27]=[CH:28][CH:29]=2)[C:18]2[CH:23]=[CH:22][CH:21]=[CH:20][CH:19]=2)[O:5][C@@H:4]([N:9]2[CH:16]=[CH:15][C:13](=[O:14])[NH:12][C:10]2=[O:11])[CH2:3]1. Procedure details: The title compound was synthesised following a similar procedure as described for Example 12. 3′-Fluoro-2′,3′-dideoxyuridine (0.176 g, 0.77 mmol) was reacted with tert-butyldiphenylsilyl chloride (0.238 g, 0.87 mmol) and imidazole (0.116 g, 1.70 mmol) in dry DMF (4 mL) for 3 h. Compound WSP948 was obtained as a white solid (0.331 g, 92%). Reactants: B, CCN(CC)c1ccccc1, C1CCOC1, CO, CC1(C)CC(=O)c2c(nc(C3CCCC3)c(C(=O)c3ccc(C(F)(F)F)cc3)c2C2CCCCC2)C1, NC1c2ccccc2CC1O. Yields the product CC1(C)Cc2nc(C3CCCC3)c(C(=O)c3ccc(C(F)(F)F)cc3)c(C3CCCCC3)c2C(O)C1. RXN SMILES: [BH3:23].[CH2:12]([N:13]([CH2:14][CH3:15])[c:16]1[cH:17][cH:18][cH:19][cH:20][cH:21]1)[CH3:22].[CH2:62]1[O:63][CH2:64][CH2:65][CH2:66]1.[CH3:60][OH:61].[CH:24]1([c:29]2[n:30][c:31]3[c:36]([c:37]([CH:51]4[CH2:52][CH2:53][CH2:54][CH2:55][CH2:56]4)[c:38]2[C:39]([c:40]2[cH:41][cH:42][c:43]([C:46]([F:47])([F:48])[F:49])[cH:44][cH:45]2)=[O:50])[C:35](=[O:57])[CH2:34][C:33]([CH3:58])([CH3:59])[CH2:32]3)[CH2:25][CH2:26][CH2:27][CH2:28]1.[NH2:1][CH:2]1[c:3]2[c:4]([cH:5][cH:6][cH:7][cH:8]2)[CH2:9][CH:10]1[OH:11]>>[CH:24]1([c:29]2[n:30][c:31]3[c:36]([c:37]([CH:51]4[CH2:52][CH2:53][CH2:54][CH2:55][CH2:56]4)[c:38]2[C:39]([c:40]2[cH:41][cH:42][c:43]([C:46]([F:47])([F:48])[F:49])[cH:44][cH:45]2)=[O:50])[CH:35]([OH:57])[CH2:34][C:33]([CH3:58])([CH3:59])[CH2:32]3)[CH2:25][CH2:26][CH2:27][CH2:28]1. Reactants: 10, CC1CC(C2=CC=CC=C12)N1C(=NC=C1C(=O)OC)S (methyl 1-(2,3-dihydro-3-methyl-1H-inden-1-yl)-2-mercapto-1H-imidazole-5-carboxylate), [N+](=O)(O)[O-] (nitric acid), [OH-].[Na+] (sodium hydroxide). Run at time 30 minute. The product is [N+](=O)(O)[O-].CC1CC(C2=CC=CC=C12)N1C=NC=C1C(=O)OC (methyl 1-(2,3-dihydro-3-methyl-1H-inden-1-yl)-1H-imidazole-5-carboxylate mononitrate). Isolated yield 62.6%. RXN SMILES: [CH3:1][CH:2]1[C:10]2[C:5](=[CH:6][CH:7]=[CH:8][CH:9]=2)[CH:4]([N:11]2[C:15]([C:16]([O:18][CH3:19])=[O:17])=[CH:14][N:13]=[C:12]2S)[CH2:3]1.[N+:21]([O-:24])([OH:23])=[O:22].[OH-].[Na+]>>[N+:21]([O-:24])([OH:23])=[O:22].[CH3:1][CH:2]1[C:10]2[C:5](=[CH:6][CH:7]=[CH:8][CH:9]=2)[CH:4]([N:11]2[C:15]([C:16]([O:18][CH3:19])=[O:17])=[CH:14][N:13]=[CH:12]2)[CH2:3]1 |f:2.3,4.5|. Reported procedure: A mixture of 10 parts of methyl 1-(2,3-dihydro-3-methyl-1H-inden-1-yl)-2-mercapto-1H-imidazole-5-carboxylate and 120 parts of a nitric acid solution 30% is stirred for 30 minutes at room temperature (intense reaction). The reaction mixture is poured into crushed ice and treated with a sodium hydroxide solution. The product is extracted with trichloromethane. The extract is washed with water, dried, filtered and evaporated. The residue is converted into the nitrate salt in 2-propanone and 2,2'-ox...